Dataset: the Open Reaction Database (ORD), a public repository of structured organic reaction records. Task: describe an organic reaction: reactants, conditions, products, and yield The reactants are C(C)OC(C1=C(C=C(C=C1)C1=NOC(C1)(C(F)(F)F)C1=CC(=CC(=C1)Cl)Cl)OC)=O (4-[5-(3,5-dichlorophenyl)-5-trifluoromethyl-4,5-dihydroisoxazol-3-yl]-2-methoxy benzoic acid ethyl ester), [OH-].[Na+] (sodium hydroxide). The solvent is C(C)O (ethanol), O (water). Reaction conditions: temperature 85 celsius, time 1 hour. Yields the product ClC=1C=C(C=C(C1)Cl)C1(CC(=NO1)C1=CC(=C(C(=O)O)C=C1)OC)C(F)(F)F (4-[5-(3,5-dichlorophenyl)-5-trifluoromethyl-4,5-dihydroisoxazol-3-yl]-2-methoxy benzoic acid). Yield: 99.5%. Reaction SMILES: C([O:3][C:4](=[O:30])[C:5]1[CH:10]=[CH:9][C:8]([C:11]2[CH2:15][C:14]([C:20]3[CH:25]=[C:24]([Cl:26])[CH:23]=[C:22]([Cl:27])[CH:21]=3)([C:16]([F:19])([F:18])[F:17])[O:13][N:12]=2)=[CH:7][C:6]=1[O:28][CH3:29])C.[OH-].[Na+]>C(O)C.O>[Cl:27][C:22]1[CH:21]=[C:20]([C:14]2([C:16]([F:18])([F:17])[F:19])[O:13][N:12]=[C:11]([C:8]3[CH:9]=[CH:10][C:5]([C:4]([OH:30])=[O:3])=[C:6]([O:28][CH3:29])[CH:7]=3)[CH2:15]2)[CH:25]=[C:24]([Cl:26])[CH:23]=1 |f:1.2|. Procedure details: In a solution of 1.07 g of 4-[5-(3,5-dichlorophenyl)-5-trifluoromethyl-4,5-dihydroisoxazol-3-yl]-2-methoxy benzoic acid ethyl ester in 30 ml of ethanol, a solution of 1.0 g of sodium hydroxide in 30 ml of water was added, stirred at 85° C. for 1 hour. After the completion of the reaction, the solvent was distilled off under reduced pressure. The residue was adjusted to pH 2 to 3 with concentrated hydrochloric acid, and extracted with ethyl acetate (30 ml×2). The organic phase was dehydrated with... Reactants: Cl, NOCCOc1ccc(CC2SC(=O)NC2=O)cc1, CC(=O)c1ccc(S(=O)(=O)c2ccncc2)cc1. The product is CC(=NOCCOc1ccc(CC2SC(=O)NC2=O)cc1)c1ccc(S(=O)(=O)c2ccncc2)cc1. Reaction SMILES: [ClH:19].[NH2:20][O:21][CH2:22][CH2:23][O:24][c:25]1[cH:26][cH:27][c:28]([CH2:29][CH:30]2[C:31](=[O:36])[NH:32][C:33](=[O:35])[S:34]2)[cH:37][cH:38]1.[n:1]1[cH:2][cH:3][c:4]([S:7](=[O:8])(=[O:9])[c:10]2[cH:11][cH:12][c:13]([C:16]([CH3:17])=[O:18])[cH:14][cH:15]2)[cH:5][cH:6]1>>[n:1]1[cH:2][cH:3][c:4]([S:7](=[O:8])(=[O:9])[c:10]2[cH:11][cH:12][c:13]([C:16]([CH3:17])=[N:20][O:21][CH2:22][CH2:23][O:24][c:25]3[cH:26][cH:27][c:28]([CH2:29][CH:30]4[C:31](=[O:36])[NH:32][C:33](=[O:35])[S:34]4)[cH:37][cH:38]3)[cH:14][cH:15]2)[cH:5][cH:6]1. Reactants: S1C(=CC=2C=NC=CC21)C(=O)OC (methyl thieno[3,2-c]pyridine-2-carboxylate), O[Li].O (LiOH.H2O), Cl (HCl). Solvent: CO (MeOH), O (H2O). Run at time 8 hour. Product: S1C(=CC=2C=NC=CC21)C(=O)O (Thieno[3,2-c]pyridine-2-carboxylic acid). Reaction SMILES: [S:1]1[C:9]2[CH:8]=[CH:7][N:6]=[CH:5][C:4]=2[CH:3]=[C:2]1[C:10]([O:12]C)=[O:11].O[Li].O.Cl>CO.O>[S:1]1[C:9]2[CH:8]=[CH:7][N:6]=[CH:5][C:4]=2[CH:3]=[C:2]1[C:10]([OH:12])=[O:11] |f:1.2|. Reported procedure: To a solution of methyl thieno[3,2-c]pyridine-2-carboxylate (D-2) (12 g, 62.1 mmol) in MeOH (150 mL) and H2O (15 mL) was added LiOH.H2O (5.2 g, 124.2 mmol). The solution was stirred at room temperature overnight, and then acidified with 1N aqueous HCl. The resulting white precipitate was collected by filtration and air-dried to afford the title compound. MS (m/z): 179 (M)+.